describe an organic reaction: reactants, conditions, products, and yield From a dataset of the Open Reaction Database (ORD), a public repository of structured organic reaction records. Reactants: CC(C)(C)OC(=O)N1CC2CC=C([Sn](C)(C)C)C2C1, Clc1ccc(I)cn1. The product is CC(C)(C)OC(=O)N1CC2CC=C(c3ccc(Cl)nc3)C2C1. Reaction SMILES: [CH3:9][Sn:10]([C:11]1=[CH:12][CH2:13][CH:14]2[CH:15]1[CH2:16][N:17]([C:19](=[O:20])[O:21][C:22]([CH3:23])([CH3:24])[CH3:25])[CH2:18]2)([CH3:26])[CH3:27].[Cl:1][c:2]1[n:3][cH:4][c:5]([I:8])[cH:6][cH:7]1>>[Cl:1][c:2]1[n:3][cH:4][c:5]([C:11]2=[CH:12][CH2:13][CH:14]3[CH:15]2[CH2:16][N:17]([C:19](=[O:20])[O:21][C:22]([CH3:23])([CH3:24])[CH3:25])[CH2:18]3)[cH:6][cH:7]1.